From a dataset of the Open Reaction Database (ORD), a public repository of structured organic reaction records. describe an organic reaction: reactants, conditions, products, and yield Reactants: N1(CCNCC1)C(=O)OC(C)(C)C (tert-butyl piperazine-1-carboxylate), N1=CC=CC=C1 (pyridine), C(C)(=O)OC1=CC=C(C(=O)O)C=C1 (p-Acetoxybenzoic acid), S(=O)(Cl)Cl (thionyl chloride). The reagents and catalysts are CN(C)C=O (DMF). Run in C(Cl)Cl (methylene chloride), C(Cl)Cl (methylene chloride), C(Cl)Cl (methylene chloride). Run at time 2 hour. The product is C(C)(=O)OC1=CC=C(C(=O)N2CCN(CC2)C(=O)OC(C)(C)C)C=C1 (tert-butyl 4-(4-acetoxybenzoyl)piperazine-1-carboxylate). Yield: 95.7%. RXN SMILES: [C:1]([O:4][C:5]1[CH:13]=[CH:12][C:8]([C:9]([OH:11])=O)=[CH:7][CH:6]=1)(=[O:3])[CH3:2].S(Cl)(Cl)=O.[N:18]1([C:24]([O:26][C:27]([CH3:30])([CH3:29])[CH3:28])=[O:25])[CH2:23][CH2:22][NH:21][CH2:20][CH2:19]1.N1C=CC=CC=1>C(Cl)Cl.CN(C=O)C>[C:1]([O:4][C:5]1[CH:6]=[CH:7][C:8]([C:9]([N:21]2[CH2:20][CH2:19][N:18]([C:24]([O:26][C:27]([CH3:30])([CH3:29])[CH3:28])=[O:25])[CH2:23][CH2:22]2)=[O:11])=[CH:12][CH:13]=1)(=[O:3])[CH3:2]. Procedure: p-Acetoxybenzoic acid (11 g, 61.1 mmol) was dissolved in methylene chloride (100 ml), to which DMF (3 drops) and thionyl chloride (5.54 ml, 76.3 mmol) were added, and the mixture was heated under reflux for 2 hours. The mixture was cooled in an ice-bath, to which a solution of tert-butyl piperazine-1-carboxylate (10.3 g, 55.5 mmol) and pyridine (12 ml, 0.15 mol) in methylene chloride (100 ml) was added dropwise, and the mixture was stirred at room temperature for 2 hours. The reaction mixture wa... The reactants are P(Cl)(Cl)Cl (Phosphorus trichloride), N(=[N+]=[N-])C1C2CC(C(N2C1=O)C(=O)OCC1=CC=CC=C1)=O (benzyl 6-azido-1-azabicyclo[3.2.0]heptan-3,7-dione-2-carboxylate). The solvent is CN(C=O)C (dimethylformamide), C1(=CC=CC=C1)C (toluene). Reaction conditions: time 5 hour. Product: N(=[N+]=[N-])C1C2CC(=C(N2C1=O)C(=O)OCC1=CC=CC=C1)Cl (benzyl 6-azido-3-chloro-1-azabicyclo[3.2.0]-hept-2-en-7-one-2-carboxylate). As a reaction SMILES: P(Cl)(Cl)[Cl:2].[N:5]([CH:8]1[C:14](=[O:15])[N:13]2[CH:9]1[CH2:10][C:11](=O)[CH:12]2[C:16]([O:18][CH2:19][C:20]1[CH:25]=[CH:24][CH:23]=[CH:22][CH:21]=1)=[O:17])=[N+:6]=[N-:7]>CN(C)C=O.C1(C)C=CC=CC=1>[N:5]([CH:8]1[C:14](=[O:15])[N:13]2[CH:9]1[CH2:10][C:11]([Cl:2])=[C:12]2[C:16]([O:18][CH2:19][C:20]1[CH:25]=[CH:24][CH:23]=[CH:22][CH:21]=1)=[O:17])=[N+:6]=[N-:7]. Procedure: Phosphorus trichloride (1 mmol) is added to a solution of benzyl 6-azido-1-azabicyclo[3.2.0]heptan-3,7-dione-2-carboxylate (0.5 mmol) in anhydrous dimethylformamide (2.5 ml) and the mixture is left to stand at room temperature. After 5 hr, the mixture is diluted with toluene, washed with water, 1 N hydrochloric acid, 5% sodium bicarbonate solution, and brine, dried over magnesium sulfate, and filtered. Evaporation of the solvent under vacuum yields benzyl 6-azido-3-chloro-1-azabicyclo[3.2.0]-hep... Reaction SMILES: [C:32]([CH:33]=[O:34])(=[O:35])[O:36][CH2:37][CH3:38].[CH2:1]([CH3:2])[c:3]1[n:4]([CH2:11][c:12]2[cH:13][cH:14][c:15](-[c:18]3[c:19]([C:24](=[O:25])[O:26][C:27]([CH3:28])([CH3:29])[CH3:30])[cH:20][cH:21][cH:22][cH:23]3)[cH:16][cH:17]2)[cH:5][c:6]([CH2:8][CH2:9][NH2:10])[n:7]1.[O:39]1[CH2:40][CH2:41][CH2:42][CH2:43]1.[OH2:31]>>[CH2:1]([CH3:2])[c:3]1[n:4]([CH2:11][c:12]2[cH:13][cH:14][c:15](-[c:18]3[c:19]([C:24](=[O:25])[O:26][C:27]([CH3:28])([CH3:29])[CH3:30])[cH:20][cH:21][cH:22][cH:23]3)[cH:16][cH:17]2)[c:5]2[c:6]([n:7]1)[CH2:8][CH2:9][NH:10][CH:33]2[C:32](=[O:35])[O:36][CH2:37][CH3:38]. Yields the product CCOC(=O)C1NCCc2nc(CC)n(Cc3ccc(-c4ccccc4C(=O)OC(C)(C)C)cc3)c21. Starting materials: CCOC(=O)C=O, CCc1nc(CCN)cn1Cc1ccc(-c2ccccc2C(=O)OC(C)(C)C)cc1, C1CCOC1, O.